Dataset: the Open Reaction Database (ORD), a public repository of structured organic reaction records. Task: describe an organic reaction: reactants, conditions, products, and yield The reactants are ClCCl, CC#N, NC1CC1, O=C(Cl)c1cc(-c2cccnc2)n2c1CSC2, Cl. The product is O=C(NC1CC1)c1cc(-c2cccnc2)n2c1CSC2. RXN SMILES: [CH2:26]([Cl:27])[Cl:28].[CH3:23][C:24]#[N:25].[CH:1]1([NH2:4])[CH2:2][CH2:3]1.[Cl:6][C:7](=[O:8])[c:9]1[cH:10][c:11](-[c:17]2[cH:18][n:19][cH:20][cH:21][cH:22]2)[n:12]2[c:16]1[CH2:15][S:14][CH2:13]2.[ClH:5]>>[CH:1]1([NH:4][C:7](=[O:8])[c:9]2[cH:10][c:11](-[c:17]3[cH:18][n:19][cH:20][cH:21][cH:22]3)[n:12]3[c:16]2[CH2:15][S:14][CH2:13]3)[CH2:2][CH2:3]1. Starting materials: C(=O)[C@@H]1[C@H]2CC(O[C@H]2C[C@H]1OC(C1=CC=CC=C1)=O)=O ((1S,5R,6R,7R)-6-formyl-7-benzoyloxy-2-oxabicyclo[3,3,0]octan-3-one), C([O-])(O)=O.[Na+] (sodium bicarbonate), C(OCC)([O-])[O-] (ethyl orthoformate), C1(=CC=C(C=C1)S(=O)(=O)O)C (p-toluenesulfonic acid). Run in CCOCC (ether), C(OC)COC (dimethoxyethane), C(C)O (ethanol), O (water). The product is C(C)OC([C@@H]1[C@H]2CC(O[C@H]2C[C@H]1OC(C1=CC=CC=C1)=O)=O)OCC ((1S,5R,6R,7R)-6-Diethoxymethyl-7-benzoyloxy-2-oxabicyclo[3,3,0]octan-3-one). As a reaction SMILES: [CH:1]([C@H:3]1[C@H:10]([O:11][C:12](=[O:19])[C:13]2[CH:18]=[CH:17][CH:16]=[CH:15][CH:14]=2)[CH2:9][C@H:8]2[C@@H:4]1[CH2:5][C:6](=[O:20])[O:7]2)=[O:2].C([O-])([O-])[O:22][CH2:23][CH3:24].[C:27]1(C)C=CC(S(O)(=O)=O)=C[CH:28]=1.C(=O)(O)[O-].[Na+]>CCOCC.O.C(O)C.C(COC)OC>[CH2:27]([O:2][CH:1]([O:22][CH2:23][CH3:24])[C@H:3]1[C@H:10]([O:11][C:12](=[O:19])[C:13]2[CH:18]=[CH:17][CH:16]=[CH:15][CH:14]=2)[CH2:9][C@H:8]2[C@@H:4]1[CH2:5][C:6](=[O:20])[O:7]2)[CH3:28] |f:3.4|. Procedure details: 7.7 g. of (1S,5R,6R,7R)-6-formyl-7-benzoyloxy-2-oxabicyclo[3,3,0]octan-3-one was dissolved in 80 ml. of absolute dimethoxyethane, combined with 13.29 g. of ethyl orthoformate in 30 ml. of absolute ethanol and 120 mg. of p-toluenesulfonic acid and stirred overnight at room temperature under argon. Thereafter, the reaction mixture was diluted with ether and shaken in succession three times with 100 ml. of sodium bicarbonate solution as well as 100 ml. of water. The organic phase was dried over sod... Reactants: CCOC(=O)c1c(C(=O)[O-])c(OCC)c2ccccc2c1OCC, CCO, [Na+], [OH-], O. Yields the product CCOc1c(C(=O)O)c(C(=O)O)c(OCC)c2ccccc12. RXN SMILES: [CH2:1]([CH3:2])[O:3][c:4]1[c:5]([C:20](=[O:21])[O:22][CH2:23][CH3:24])[c:6]([C:17](=[O:18])[O-:19])[c:7]([O:14][CH2:15][CH3:16])[c:8]2[cH:9][cH:10][cH:11][cH:12][c:13]12.[CH3:27][CH2:28][OH:29].[Na+:26].[OH-:25].[OH2:30]>>[CH2:1]([CH3:2])[O:3][c:4]1[c:5]([C:20](=[O:21])[OH:22])[c:6]([C:17](=[O:18])[OH:19])[c:7]([O:14][CH2:15][CH3:16])[c:8]2[cH:9][cH:10][cH:11][cH:12][c:13]12. The solvent is C(C)#N (acetonitrile), CN(C=O)C (dimethylformamide), C(C)(=O)OCC (ethyl acetate). Yield: 42.3%. RXN SMILES: C([S:4][CH:5]1[CH2:10][CH2:9][N:8]([C:11]2[S:12][CH:13]=[C:14]([C:16](=[O:18])[NH2:17])[N:15]=2)[CH2:7][CH2:6]1)(=O)C.C(O)(=O)C.NN.C1(P(O[C:40]2[C@H:41]([CH3:64])[C@H:42]3[C@@H:59]([C@H:60]([OH:62])[CH3:61])[C:58](=[O:63])[N:43]3[C:44]=2[C:45]([O:47][CH2:48][C:49]2[CH:54]=[CH:53][C:52]([N+:55]([O-:57])=[O:56])=[CH:51][CH:50]=2)=[O:46])(C2C=CC=CC=2)=O)C=CC=CC=1.C(N(C(C)C)CC)(C)C.C(=O)([O-])O.[Na+]>CN(C)C=O.C(#N)C.C(OCC)(=O)C>[C:16]([C:14]1[N:15]=[C:11]([N:8]2[CH2:7][CH2:6][CH:5]([S:4][C:40]3[C@H:41]([CH3:64])[C@@H:42]4[C@@H:59]([C@H:60]([OH:62])[CH3:61])[C:58](=[O:63])[N:43]4[C:44]=3[C:45]([O:47][CH2:48][C:49]3[CH:50]=[CH:51][C:52]([N+:55]([O-:57])=[O:56])=[CH:53][CH:54]=3)=[O:46])[CH2:10][CH2:9]2)[S:12][CH:13]=1)(=[O:18])[NH2:17] |f:1.2,5.6|. Reported procedure: To a solution of 4-acetylthio-1-(4-carbamoyl-1,3-thiazol-2-yl)piperidine (400 mg, 1.40 mmol) (obtained as described in Reference Example 15) in dimethylformamide (20 ml) was added hydrazine acetate (142 mg, 1.54 mmol) at room temperature under an atmosphere of nitrogen and the mixture was stirred for 2 hours. After checking the completion of the reaction, a solution of p-nitrobenzyl (1R,5S,6S)-2-diphenylphosphoryloxy-6-[(R)-1-hydroxyethyl]-1-methylcarbapen-2-em-3-carboxylate (1.25 g, 2.10 mmol) ... Conditions: time 2 hour. Starting materials: C1(=CC=CC=C1)P(=O)(C1=CC=CC=C1)OC=1[C@@H]([C@@H]2N(C1C(=O)OCC1=CC=C(C=C1)[N+](=O)[O-])C([C@@H]2[C@@H](C)O)=O)C (p-nitrobenzyl (1R,5S,6S)-2-diphenylphosphoryloxy-6-[(R)-1-hydroxyethyl]-1-methylcarbapen-2-em-3-carboxylate), C(C)(C)N(CC)C(C)C (diisopropylethylamine), C(C)(=O)SC1CCN(CC1)C=1SC=C(N1)C(N)=O (4-acetylthio-1-(4-carbamoyl-1,3-thiazol-2-yl)piperidine), C(C)(=O)O.NN (hydrazine acetate), C(O)([O-])=O.[Na+] (sodium hydrogencarbonate). Product: C(N)(=O)C=1N=C(SC1)N1CCC(CC1)SC=1[C@@H]([C@H]2N(C1C(=O)OCC1=CC=C(C=C1)[N+](=O)[O-])C([C@@H]2[C@@H](C)O)=O)C (p-nitrobenzyl (1R,5S,6S)-2-[1-(4-carbamoyl-1,3-thiazol-2-yl)piperidin4-yl]thio-6-[(R)-1-hydroxyethyl]-1-methylcarbapen-2-em-3-carboxylate). The reactants are BrP(C1=CC=CC=C1)(C1=CC=CC=C1)(C1=CC=CC=C1)Br (dibromotriphenylphosphorane), C(C)(C)(C)C=1C=C(CO)C=CC1O[Si](C)(C)C(C)(C)C (3-tert-butyl-4-((tert-butyldimethylsilyl)oxy)benzyl alcohol). The solvent is C(Cl)Cl (CH2Cl2), C(Cl)Cl (CH2Cl2). Conditions: time 2.5 hour. Product: C(C)(C)(C)C=1C=C(CBr)C=CC1O[Si](C)(C)C(C)(C)C (3-tert-butyl-4-((tert-butyldimethylsilyl)oxy)benzyl bromide). Yield: 88.4%. As a reaction SMILES: [C:1]([C:5]1[CH:6]=[C:7]([CH:10]=[CH:11][C:12]=1[O:13][Si:14]([C:17]([CH3:20])([CH3:19])[CH3:18])([CH3:16])[CH3:15])[CH2:8]O)([CH3:4])([CH3:3])[CH3:2].[Br:21]P(Br)(C1C=CC=CC=1)(C1C=CC=CC=1)C1C=CC=CC=1>C(Cl)Cl>[C:1]([C:5]1[CH:6]=[C:7]([CH:10]=[CH:11][C:12]=1[O:13][Si:14]([C:17]([CH3:20])([CH3:19])[CH3:18])([CH3:16])[CH3:15])[CH2:8][Br:21])([CH3:4])([CH3:3])[CH3:2]. Procedure: A 500 mL round-bottomed flask equipped with a magnetic stirrer was charged with 3.6 g of 3-tert-butyl-4-((tert-butyldimethylsilyl)oxy)benzyl alcohol and 25 mL of anhydrous CH2Cl2. The solution was cooled in an ice water bath and was treated with 5.68 g of dibromotriphenylphosphorane (Aldrich). The reaction mixture was warmed to RT, stirred for 2.5 h and then diluted with 100 mL of CH2Cl2. The resulting solution was washed with 5% aqueous NaHCO3 (4×60 mL), dried over anhydrous MgSO4 and concentra... The reactants are O=S1(N(CCC1)C1=CC(=C(C(=O)O)C=C1)F)=O (4-(1,1-dioxo-1λ6-isothiazolidin-2-yl)-2-fluorobenzoic acid), CC=1C(=NC=C(C1)C(F)(F)F)N1CCNCC1 (1-(3-methyl-5-trifluoromethylpyridin-2-yl)piperazine). Product: O=S1(N(CCC1)C1=CC(=C(C=C1)C(=O)N1CCN(CC1)C1=NC=C(C=C1C)C(F)(F)F)F)=O ([4-(1,1-dioxo-1λ6-isothiazolidin-2-yl)-2-fluorophenyl][4-(3-methyl-5-trifluoromethylpyridin-2-yl)piperazin-1-yl]methanone). The yield is 68.3%. RXN SMILES: [O:1]=[S:2]1(=[O:17])[CH2:6][CH2:5][CH2:4][N:3]1[C:7]1[CH:15]=[CH:14][C:10]([C:11]([OH:13])=O)=[C:9]([F:16])[CH:8]=1.[CH3:18][C:19]1[C:20]([N:29]2[CH2:34][CH2:33][NH:32][CH2:31][CH2:30]2)=[N:21][CH:22]=[C:23]([C:25]([F:28])([F:27])[F:26])[CH:24]=1>>[O:17]=[S:2]1(=[O:1])[CH2:6][CH2:5][CH2:4][N:3]1[C:7]1[CH:15]=[CH:14][C:10]([C:11]([N:32]2[CH2:33][CH2:34][N:29]([C:20]3[C:19]([CH3:18])=[CH:24][C:23]([C:25]([F:28])([F:26])[F:27])=[CH:22][N:21]=3)[CH2:30][CH2:31]2)=[O:13])=[C:9]([F:16])[CH:8]=1. Reported procedure: Using 4-(1,1-dioxo-1λ6-isothiazolidin-2-yl)-2-fluorobenzoic acid (259 mg) described in Preparation Example 23 and 1-(3-methyl-5-trifluoromethylpyridin-2-yl)piperazine (245 mg) described in Preparation Example 84 and by the reaction and treatment in the same manner as in Example 87, the title compound (332 mg) was obtained.